This data is from the Open Reaction Database (ORD), a public repository of structured organic reaction records. The task is: describe an organic reaction: reactants, conditions, products, and yield Starting materials: BrCC(=O)OCC (ethyl bromoacetate), CNC1=CC=CC=C1 (N-methylaniline), C(C)(C)N(C(C)C)CC (N,N-diisopropylethylamine). The solvent is C(C)#N (acetonitrile), CCOCC (ether). Run at time 24 hour. The product is CN(CC(=O)OCC)C1=CC=CC=C1 (Ethyl N-methyl-N-phenylglycinate). Reaction SMILES: Br[CH2:2][C:3]([O:5][CH2:6][CH3:7])=[O:4].[CH3:8][NH:9][C:10]1[CH:15]=[CH:14][CH:13]=[CH:12][CH:11]=1.C(N(CC)C(C)C)(C)C>C(#N)C.CCOCC>[CH3:8][N:9]([C:10]1[CH:15]=[CH:14][CH:13]=[CH:12][CH:11]=1)[CH2:2][C:3]([O:5][CH2:6][CH3:7])=[O:4]. Procedure: A solution of 16.7 g (100 mmol) of ethyl bromoacetate, 10.7 g (100 mmol) of N-methylaniline, and 12.9 g (100 mmol) of N,N-diisopropylethylamine in 100 mL of acetonitrile was allowed to stand for 24hr. and then diluted with 200 ml of ether. The amine salt was filtered and the filtrate concentrated, dissolved in 150 ml of CH2Cl2, washed with water, filtered through a plug of sodium sulfate/silica and distilled: 15.5 g (80%), b.p. 132°/12 mm. Reactants: C([O-])(O)=O.[Na+] (sodium bicarbonate), S(=O)([O-])[O-].[Na+].[Na+] (sodium sulfite), 7-chlorosulfonyl, O=C1NC=C(C2=CC=CC=C12)C(=O)O (1-oxo-1,2-dihydroisoquinoline-4-carboxylic acid), Cl (hydrochloric acid). Solvent: O (water), O (water). Conditions: time 15 minute. Product: CS(=O)(=O)C1=CC=C2C(=CNC(C2=C1)=O)C(=O)O (7-(Methylsulfonyl)-1-oxo-1,2-dihydroisoquinoline-4-carboxylic acid). Isolated yield 57.5%. RXN SMILES: [C:1](=O)(O)[O-].[Na+].[S:6]([O-:9])([O-])=[O:7].[Na+].[Na+].[O:12]=[C:13]1[C:22]2[C:17](=[CH:18][CH:19]=[CH:20][CH:21]=2)[C:16]([C:23]([OH:25])=[O:24])=[CH:15][NH:14]1.Cl>O>[CH3:1][S:6]([C:20]1[CH:21]=[C:22]2[C:17]([C:16]([C:23]([OH:25])=[O:24])=[CH:15][NH:14][C:13]2=[O:12])=[CH:18][CH:19]=1)(=[O:9])=[O:7] |f:0.1,2.3.4|. Procedure: To a solution of sodium bicarbonate (500 mg) and sodium sulfite (353 mg) in 4 ml of water at 0° C. was added portionwise the 7-chlorosulfonyl)-1-oxo-1,2-dihydroisoquinoline-4-carboxylic acid (see Preparation 16) (400 mg). The reaction was warmed to room temperature and then heated at 80° C. for 2 h. The reaction was cooled to 0° C. and acidified to pH-1 with concentrated hydrochloric acid. The suspension was diluted with 4 ml of water and stirred for 15 minutes at 0° C. then filtered under nitro... The reactants are CC(C)(C)[Si](C)(C)OCCBr, CC(C)(C)OC(=O)NC1CCCCNC1=O. The product is CC(C)(C)OC(=O)NC1CCCCN(CCO[Si](C)(C)C(C)(C)C)C1=O. Reaction SMILES: [Br:17][CH2:18][CH2:19][O:20][Si:21]([CH3:22])([CH3:23])[C:24]([CH3:25])([CH3:26])[CH3:27].[O:1]=[C:2]1[NH:3][CH2:4][CH2:5][CH2:6][CH2:7][CH:8]1[NH:9][C:10]([O:11][C:12]([CH3:13])([CH3:14])[CH3:15])=[O:16]>>[O:1]=[C:2]1[N:3]([CH2:18][CH2:19][O:20][Si:21]([CH3:22])([CH3:23])[C:24]([CH3:25])([CH3:26])[CH3:27])[CH2:4][CH2:5][CH2:6][CH2:7][CH:8]1[NH:9][C:10]([O:11][C:12]([CH3:13])([CH3:14])[CH3:15])=[O:16]. Starting materials: O=C(Cl)N(Cc1ccccc1)Cc1ccccc1, CC1CCCO1, CCOC(C)=O, O=C1CCc2ccc(OCCCCN3CCN(c4cccc(Cl)c4Cl)CC3)cc2N1, O. The product is O=C(OC1=Nc2cc(OCCCCN3CCN(c4cccc(Cl)c4Cl)CC3)ccc2CC1)N(Cc1ccccc1)Cc1ccccc1. RXN SMILES: [CH2:31]([c:32]1[cH:33][cH:34][cH:35][cH:36][cH:37]1)[N:38]([C:39](=[O:40])[Cl:41])[CH2:42][c:43]1[cH:44][cH:45][cH:46][cH:47][cH:48]1.[CH3:49][CH:50]1[CH2:51][CH2:52][CH2:53][O:54]1.[CH3:55][CH2:56][O:57][C:58](=[O:59])[CH3:60].[Cl:1][c:2]1[cH:3][cH:4][cH:5][c:6]([N:7]2[CH2:8][CH2:9][N:10]([CH2:11][CH2:12][CH2:13][CH2:14][O:15][c:16]3[cH:17][cH:18][c:19]4[c:25]([cH:26]3)[NH:24][C:22](=[O:23])[CH2:21][CH2:20]4)[CH2:27][CH2:28]2)[c:29]1[Cl:30].[OH2:61]>>[Cl:1][c:2]1[cH:3][cH:4][cH:5][c:6]([N:7]2[CH2:8][CH2:9][N:10]([CH2:11][CH2:12][CH2:13][CH2:14][O:15][c:16]3[cH:17][cH:18][c:19]4[c:25]([cH:26]3)[N:24]=[C:22]([O:23][C:39]([N:38]([CH2:31][c:32]3[cH:33][cH:34][cH:35][cH:36][cH:37]3)[CH2:42][c:43]3[cH:44][cH:45][cH:46][cH:47][cH:48]3)=[O:40])[CH2:21][CH2:20]4)[CH2:27][CH2:28]2)[c:29]1[Cl:30]. The reactants are ClC=1C2=C(N=C(N1)C1=C3C(=CNC3=CC=C1)C)CCN(C2)C2=CC(=NN2C)C(C)C (4-chloro-6-(3-isopropyl-1-methyl-1H-pyrazol-5-yl)-2-(3-methyl-1H-indol-4-yl)-5,6,7,8-tetrahydropyrido[4,3-d]pyrimidine), C(C)(C)N(CC)C(C)C (diisopropylethylamine), C[C@@H]1NCCCC1 ((S)-2-methylpiperidine). Solvent: CN(C(C)=O)C (N,N-dimethylacetamide). Run at temperature 125 celsius. The product is C(C)(C)C1=NN(C(=C1)N1CC2=C(N=C(N=C2N2[C@H](CCCC2)C)C2=C3C(=CNC3=CC=C2)C)CC1)C ((S)-6-(3-Isopropyl-1-methyl-1H-pyrazol-5-yl)-2-(3-methyl-1H-indol-4-yl)-4-(2-methylpiperidin-1-yl)-5,6,7,8-tetrahydropyrido[4,3-d]pyrimidine). RXN SMILES: Cl[C:2]1[C:3]2[CH2:21][N:20]([C:22]3[N:26]([CH3:27])[N:25]=[C:24]([CH:28]([CH3:30])[CH3:29])[CH:23]=3)[CH2:19][CH2:18][C:4]=2[N:5]=[C:6]([C:8]2[CH:16]=[CH:15][CH:14]=[C:13]3[C:9]=2[C:10]([CH3:17])=[CH:11][NH:12]3)[N:7]=1.C(N(C(C)C)CC)(C)C.[CH3:40][C@H:41]1[CH2:46][CH2:45][CH2:44][CH2:43][NH:42]1>CN(C)C(=O)C>[CH:28]([C:24]1[CH:23]=[C:22]([N:20]2[CH2:19][CH2:18][C:2]3[N:7]=[C:6]([C:8]4[CH:16]=[CH:15][CH:14]=[C:13]5[C:9]=4[C:10]([CH3:17])=[CH:11][NH:12]5)[N:5]=[C:4]([N:42]4[CH2:43][CH2:44][CH2:45][CH2:46][C@@H:41]4[CH3:40])[C:3]=3[CH2:21]2)[N:26]([CH3:27])[N:25]=1)([CH3:29])[CH3:30]. Procedure: To a solution of 4-chloro-6-(3-isopropyl-1-methyl-1H-pyrazol-5-yl)-2-(3-methyl-1H-indol-4-yl)-5,6,7,8-tetrahydropyrido[4,3-d]pyrimidine (50 mg, 0.123 mmol) in N,N-dimethylacetamide (1.5 mL), was added diisopropylethylamine (0.15 mL, 0.86 mmol) and (S)-2-methylpiperidine (37 mg, 0.37 mmol). The reaction was stirred and heated to 125° C. for 24 h. After cooling, the mixture was directly purified via HPLC ((0.1% ammonium hydroxide in acetonitrile)/water=35%-100%). 1H NMR (400 MHz, CD2Cl2) δ ppm 8.2... Starting materials: [Si](C)(C)(C(C)(C)C)OC=1C(=C2C=CC(=CC2=CC1)C(=O)C=1N=CN(C1)C(C1=CC=CC=C1)(C1=CC=CC=C1)C1=CC=CC=C1)C ((6-tert-Butyldimethylsilyloxy-5-methyl-2-naphthyl)(1-trityl-1H-imidazol-4-yl)methanone), [F-].C(CCC)[N+](CCCC)(CCCC)CCCC (tetrabutylammonium fluoride). Solvent: C1CCOC1 (THF). Conditions: time 18 hour. Yields the product CC1=C(C=CC2=CC(=CC=C12)C(=O)C=1N=CN(C1)C(C1=CC=CC=C1)(C1=CC=CC=C1)C1=CC=CC=C1)O (1-methyl-6-[(1-trityl-1H-imidazol-4-yl)carbonyl]-2-naphthol). Yield: 91.9%. RXN SMILES: [Si]([O:8][C:9]1[C:10]([CH3:45])=[C:11]2[C:16](=[CH:17][CH:18]=1)[CH:15]=[C:14]([C:19]([C:21]1[N:22]=[CH:23][N:24]([C:26]([C:39]3[CH:44]=[CH:43][CH:42]=[CH:41][CH:40]=3)([C:33]3[CH:38]=[CH:37][CH:36]=[CH:35][CH:34]=3)[C:27]3[CH:32]=[CH:31][CH:30]=[CH:29][CH:28]=3)[CH:25]=1)=[O:20])[CH:13]=[CH:12]2)(C(C)(C)C)(C)C.[F-].C([N+](CCCC)(CCCC)CCCC)CCC>C1COCC1>[CH3:45][C:10]1[C:11]2[C:16](=[CH:15][C:14]([C:19]([C:21]3[N:22]=[CH:23][N:24]([C:26]([C:33]4[CH:34]=[CH:35][CH:36]=[CH:37][CH:38]=4)([C:27]4[CH:28]=[CH:29][CH:30]=[CH:31][CH:32]=4)[C:39]4[CH:44]=[CH:43][CH:42]=[CH:41][CH:40]=4)[CH:25]=3)=[O:20])=[CH:13][CH:12]=2)[CH:17]=[CH:18][C:9]=1[OH:8] |f:1.2|. Procedure details: (6-tert-Butyldimethylsilyloxy-5-methyl-2-naphthyl)(1-trityl-1H-imidazol-4-yl)methanone (30.0 g) was dissolved in THF (200 mL) and tetrabutylammonium fluoride (14.9 g) was added. The mixture was stirred at room temperature for 18 hrs. and the solvent was evaporated. Water was added to the residue and the mixture was extracted with ethyl acetate. The extracted layer was washed with saturated brine, dried over anhydrous magnesium sulfate and concentrated. The residue was washed with diisopropyl eth...